Dataset: the Open Reaction Database (ORD), a public repository of structured organic reaction records. Task: describe an organic reaction: reactants, conditions, products, and yield Reactants: [BH4-].[Na+] (sodium borohydride), C(C)(C)(CC)OC(=O)NC=1SC=C(N1)C(C(=O)NC1[C@@H]2N(C(=CCS2)C(=O)O)C1=O)=O (7-[2-(2-tert-pentyloxycarbonylamino-1,3-thiazol4-yl)glyoxylamido]-3-cephem-4-carboxylic acid), S1C(=NN=C1)SCC=1CS[C@H]2N(C1C(=O)O)C(C2NC(C(=O)C=2NC(SC2)=NC(=O)OC(C)(C)CC)=O)=O (3-(1,3,4-thiadiazol-2-yl)thiomethyl-7-[2-(2-tert-pentyloxycarbonylimino-2,3-dihydro-1,3-thiazol-4-yl)glyoxylamido]-3-cephem-4-carboxylic acid), [OH-].[Na+] (sodium hydroxide). The solvent is O (water), CO (methanol). Product: S1C(=NN=C1)SCC=1CS[C@H]2N(C1C(=O)O)C(C2NC(C(C=2N=C(SC2)NC(=O)OC(C)(C)CC)O)=O)=O (3-(1,3,4-thiadiazol-2-yl)thiomethyl-7-[2-hydroxy-2-(2-tert-pentyloxycarbonylamino-1,3-thiazol-4-yl)acetamido]-3-cephem-4-carboxylic acid). RXN SMILES: C(OC(NC1SC=C(C(=O)C(NC2C(=O)N3C(C(O)=O)=CCS[C@H]23)=O)N=1)=O)(CC)(C)C.[S:32]1[CH:36]=[N:35][N:34]=[C:33]1[S:37][CH2:38][C:39]1[CH2:40][S:41][C@@H:42]2[CH:49]([NH:50][C:51](=[O:68])[C:52]([C:54]3[NH:55][C:56](=[N:59][C:60]([O:62][C:63]([CH2:66][CH3:67])([CH3:65])[CH3:64])=[O:61])[S:57][CH:58]=3)=[O:53])[C:48](=[O:69])[N:43]2[C:44]=1[C:45]([OH:47])=[O:46].[OH-].[Na+].[BH4-].[Na+]>CO.O>[S:32]1[CH:36]=[N:35][N:34]=[C:33]1[S:37][CH2:38][C:39]1[CH2:40][S:41][C@@H:42]2[CH:49]([NH:50][C:51](=[O:68])[CH:52]([OH:53])[C:54]3[N:55]=[C:56]([NH:59][C:60]([O:62][C:63]([CH2:66][CH3:67])([CH3:65])[CH3:64])=[O:61])[S:57][CH:58]=3)[C:48](=[O:69])[N:43]2[C:44]=1[C:45]([OH:47])=[O:46] |f:2.3,4.5|. Procedure details: To a solution of 3-(1,3,4-thiadiazol-2-yl)thiomethyl)-7-[2-(2-tert-pentyloxycarbonylamino-1,3-thiazol4-yl)glyoxylamido]-3-cephem-4-carboxylic acid, which can be represented as 3-(1,3,4-thiadiazol-2-yl)thiomethyl-7-[2-(2-tert-pentyloxycarbonylimino-2,3-dihydro-1,3-thiazol-4-yl)glyoxylamido]-3-cephem-4-carboxylic acid, (3.1 g.) in methanol (30 ml.) was added 1 N sodium hydroxide aqueous solution (5.2 ml.) under ice-cooling and stirring. To the mixture was dropwise added a solution of sodium borohy... The reactants are 7,018,431 B2, C(=O)([O-])[O-].[K+].[K+] (K2CO3), IC (iodomethane), CN(C)C=O (DMF), COC=1C=C(C2=CC=CC=C2C1)N (3-methoxy-1-aminonaphthalene). Reaction conditions: time 24 hour. Product: COC=1C=C(C2=CC=CC=C2C1)N(C)C (3-methoxy-1-(dimethylamino)naphthalene). As a reaction SMILES: [CH3:1][O:2][C:3]1[CH:4]=C(N)[C:6]2[C:11]([CH:12]=1)=[CH:10][CH:9]=[CH:8][CH:7]=2.C([O-])([O-])=O.[K+].[K+].IC.[CH3:22][N:23]([CH:25]=O)[CH3:24]>>[CH3:1][O:2][C:3]1[CH:4]=[C:25]([N:23]([CH3:22])[CH3:24])[C:10]2[C:11]([CH:12]=1)=[CH:6][CH:7]=[CH:8][CH:9]=2 |f:1.2.3|. Procedure: To a solution of 3-methoxy-1-aminonaphthalene (U.S. Pat. No. 7,018,431 B2, 0.13 g) in DMF (5 mL), K2CO3 (0.31 g) and iodomethane (0.09 mL) were added. After stirring for 24 hours, the reaction was partitioned between water (30 mL) and EtOAc (30 mL), the layers separated, and the organic layer washed with brine, dried (Na2SO4) and concentrated. The crude reaction purified over silica gel (gradient of EtOAc in heptane) to provide the title compound (0.14 g) as a clear oil: 1H NMR (DMSO-d6) δ 7.99 ... Starting materials: NC1C(N(CC(SC1)C1=CC=CC=C1)CC(=O)OC(C)(C)C)=O (t-butyl α-(6-amino-5-oxo-2-phenylperhydro-1,4-thiazepin-4-yl)acetate), BrC(C(=O)OCCCC)CCC1=CC=CC=C1 (butyl 2-bromo-4-phenylbutyrate), C(C)(=O)OCC (ethyl acetate). Run in C(Cl)Cl (methylene chloride). Yields the product C(CCC)OC(=O)C(CCC1=CC=CC=C1)NC1C(N(CC(SC1)C1=CC=CC=C1)CC(=O)OC(C)(C)C)=O (t-Butyl α-{6-[1-butoxycarbonyl-3-phenylpropylamino]-5-oxo-2-phenylperhydro-1,4-thiazepin-4-yl}acetate). RXN SMILES: [NH2:1][CH:2]1[CH2:8][S:7][CH:6]([C:9]2[CH:14]=[CH:13][CH:12]=[CH:11][CH:10]=2)[CH2:5][N:4]([CH2:15][C:16]([O:18][C:19]([CH3:22])([CH3:21])[CH3:20])=[O:17])[C:3]1=[O:23].Br[CH:25]([CH2:33][CH2:34][C:35]1[CH:40]=[CH:39][CH:38]=[CH:37][CH:36]=1)[C:26]([O:28][CH2:29][CH2:30][CH2:31][CH3:32])=[O:27].C(OCC)(=O)C>C(Cl)Cl>[CH2:29]([O:28][C:26]([CH:25]([NH:1][CH:2]1[CH2:8][S:7][CH:6]([C:9]2[CH:14]=[CH:13][CH:12]=[CH:11][CH:10]=2)[CH2:5][N:4]([CH2:15][C:16]([O:18][C:19]([CH3:20])([CH3:22])[CH3:21])=[O:17])[C:3]1=[O:23])[CH2:33][CH2:34][C:35]1[CH:36]=[CH:37][CH:38]=[CH:39][CH:40]=1)=[O:27])[CH2:30][CH2:31][CH3:32]. Procedure: 0.34 g of t-butyl α-(6-amino-5-oxo-2-phenylperhydro-1,4-thiazepin-4-yl)acetate [prepared as described in Example 7(g) above] was N-alkylated with 0.45 g of butyl 2-bromo-4-phenylbutyrate in the manner described in Example 1(h). The resulting product was subjected to silica gel column chromatography using a 1:40 by volume mixture of ethyl acetate and methylene chloride as the eluent. As a result, the title compound was separated into isomers A and B (resulting from the asymmetric carbon atom to w... Starting materials: Br, COC(=O)C1CC2(CN1)SCCS2, O=C(O)c1nc(CCCc2ccccc2)c[nH]1. Product: COC(=O)C1CC2(CN1C(=O)c1ncc(CCCc3ccccc3)[nH]1)SCCS2. Reaction SMILES: [BrH:18].[CH3:19][O:20][C:21](=[O:22])[CH:23]1[NH:24][CH2:25][C:26]2([S:27][CH2:28][CH2:29][S:30]2)[CH2:31]1.[c:1]1([CH2:7][CH2:8][CH2:9][c:10]2[n:11][c:12]([C:15](=[O:16])[OH:17])[nH:13][cH:14]2)[cH:2][cH:3][cH:4][cH:5][cH:6]1>>[c:1]1([CH2:7][CH2:8][CH2:9][c:10]2[nH:11][c:12]([C:15](=[O:17])[N:24]3[CH:23]([C:21]([O:20][CH3:19])=[O:22])[CH2:31][C:26]4([CH2:25]3)[S:27][CH2:28][CH2:29][S:30]4)[n:13][cH:14]2)[cH:2][cH:3][cH:4][cH:5][cH:6]1. Starting materials: C(C)(C)C1=CC=C(C(C(=O)O)O)C=C1 (4-isopropylmandelic acid), CO (methanol). Yields the product C(C)(C)C1=CC=C(C(C(=O)OC)O)C=C1 (methyl 4-isopropylmandelate). RXN SMILES: [CH:1]([C:4]1[CH:14]=[CH:13][C:7]([CH:8]([OH:12])[C:9]([OH:11])=[O:10])=[CH:6][CH:5]=1)([CH3:3])[CH3:2].[CH3:15]O>>[CH:1]([C:4]1[CH:14]=[CH:13][C:7]([CH:8]([OH:12])[C:9]([O:11][CH3:15])=[O:10])=[CH:6][CH:5]=1)([CH3:3])[CH3:2]. Procedure details: To a solution of 4-isopropylmandelic acid (17 g) in methanol (150 ml) was added Dowex-50X-400® and the mixture was refluxed for 4 hours. After cooling it was filtered through Celite® and the filtrate was evaporated to give a syrupy residue of methyl 4-isopropylmandelate (18.9 g), which solidified upon storing at room temperature. The reactants are CN(C)C=O, Clc1ccc(-c2coc(-c3ccccc3)n2)cc1, O, O=P(Cl)(Cl)Cl. The product is O=Cc1oc(-c2ccccc2)nc1-c1ccc(Cl)cc1. As a reaction SMILES: [CH3:24][N:25]([CH:26]=[O:27])[CH3:28].[Cl:1][c:2]1[cH:3][cH:4][c:5](-[c:8]2[n:9][c:10](-[c:13]3[cH:14][cH:15][cH:16][cH:17][cH:18]3)[o:11][cH:12]2)[cH:6][cH:7]1.[OH2:29].[P:19]([Cl:20])([Cl:21])([Cl:22])=[O:23]>>[Cl:1][c:2]1[cH:3][cH:4][c:5](-[c:8]2[n:9][c:10](-[c:13]3[cH:14][cH:15][cH:16][cH:17][cH:18]3)[o:11][c:12]2[CH:26]=[O:27])[cH:6][cH:7]1. Reaction SMILES: [C:18](=[O:19])([O-:20])[O-:21].[CH3:11][N:12]1[CH2:13][CH2:14][NH:15][CH2:16][CH2:17]1.[Cl:1][c:2]1[n:3][cH:4][c:5]([N+:8](=[O:9])[O-:10])[cH:6][cH:7]1.[K+:22].[K+:23].[O:25]=[CH:26][N:27]([CH3:28])[CH3:29].[OH2:24]>>[c:2]1([N:15]2[CH2:14][CH2:13][N:12]([CH3:11])[CH2:17][CH2:16]2)[n:3][cH:4][c:5]([N+:8](=[O:9])[O-:10])[cH:6][cH:7]1. Product: CN1CCN(c2ccc([N+](=O)[O-])cn2)CC1. Reactants: O=C([O-])[O-], CN1CCNCC1, O=[N+]([O-])c1ccc(Cl)nc1, [K+], [K+], CN(C)C=O, O.